This data is from the Open Reaction Database (ORD), a public repository of structured organic reaction records. The task is: describe an organic reaction: reactants, conditions, products, and yield The reactants are BrCCN1C=NC=2C(=NC(=CC21)C2=CC(=C(C=C2)OCC)C(F)(F)F)C#N (1-(2-Bromo-ethyl)-6-(4-ethoxy-3-trifluoromethyl-phenyl)-1H-imidazo[4,5-c]pyridine-4-carbonitrile), N1CCOCC1 (morpholine). The solvent is CN(C)C=O (DMF), CO (methanol). Run at temperature 120 celsius. Product: C(C)OC1=C(C=C(C=C1)C1=CC2=C(C(=N1)C#N)N=CN2CCN2CCOCC2)C(F)(F)F (6-(4-ethoxy-3-trifluoromethyl-phenyl)-1-(2-morpholin-4-yl-ethyl)-1H-imidazo[4,5-c]pyridine-4-carbonitrile). Yield: 66.3%. Reaction SMILES: Br[CH2:2][CH2:3][N:4]1[C:12]2[CH:11]=[C:10]([C:13]3[CH:18]=[CH:17][C:16]([O:19][CH2:20][CH3:21])=[C:15]([C:22]([F:25])([F:24])[F:23])[CH:14]=3)[N:9]=[C:8]([C:26]#[N:27])[C:7]=2[N:6]=[CH:5]1.[NH:28]1[CH2:33][CH2:32][O:31][CH2:30][CH2:29]1>CN(C=O)C.CO>[CH2:20]([O:19][C:16]1[CH:17]=[CH:18][C:13]([C:10]2[N:9]=[C:8]([C:26]#[N:27])[C:7]3[N:6]=[CH:5][N:4]([CH2:3][CH2:2][N:28]4[CH2:33][CH2:32][O:31][CH2:30][CH2:29]4)[C:12]=3[CH:11]=2)=[CH:14][C:15]=1[C:22]([F:25])([F:24])[F:23])[CH3:21]. Procedure details: 1-(2-Bromo-ethyl)-6-(4-ethoxy-3-trifluoromethyl-phenyl)-1H-imidazo[4,5-c]pyridine-4-carbonitrile (92 mg, 0.21 mmol) was dissolved in DMF (2 ml) and morpholine (91 mg, 1.05 mmol) was added. The mixture was heated to 120° C. for 5 minutes in a Smith microwave. Mixture was diluted with methanol (5 ml) and passed through a 5 g SCX cartridge then eluted with 2M methanolic ammonia to afford 62 mg of 6-(4-ethoxy-3-trifluoromethyl-phenyl)-1-(2-morpholin-4-yl-ethyl)-1H-imidazo[4,5-c]pyridine-4-carbonitri...